describe an organic reaction: reactants, conditions, products, and yield From a dataset of the Open Reaction Database (ORD), a public repository of structured organic reaction records. Reactants: CCN=C=NCCCN(C)C.Cl (EDCI hydrochloride), CC(COC1=C(C=CC=C1OC)/C=C/C=1N=C2SC=CN2C1C(=O)O)(C)C (6-{(E)-2-[2-(2,2-Dimethylpropoxy)-3-methoxyphenyl]vinyl}imidazo[2,1-b][1,3]thiazole-5-carboxylic acid), FC(C=1N=C(SC1)N)(F)F (4-(trifluoromethyl)-1,3-thiazol-2-amine). Reagents/catalysts: CN(C)C=1C=CN=CC1 (DMAP). Run in C(Cl)Cl (DCM), CN(C)C=O (DMF). Product: CC(COC1=C(C=CC=C1OC)/C=C/C=1N=C2SC=CN2C1C(=O)NC=1SC=C(N1)C(F)(F)F)(C)C (6-{(E)-2-[2-(2,2-Dimethylpropoxy)-3-methoxyphenyl]vinyl}-N-[4-(trifluoromethyl)-1,3-thiazol-2-yl]imidazo[2,1-b][1,3]thiazole-5-carboxamide), product. As a reaction SMILES: [CH3:1][C:2]([CH3:27])([CH3:26])[CH2:3][O:4][C:5]1[C:10]([O:11][CH3:12])=[CH:9][CH:8]=[CH:7][C:6]=1/[CH:13]=[CH:14]/[C:15]1[N:16]=[C:17]2[N:21]([C:22]=1[C:23](O)=[O:24])[CH:20]=[CH:19][S:18]2.[F:28][C:29]([F:37])([F:36])[C:30]1[N:31]=[C:32]([NH2:35])[S:33][CH:34]=1.CCN=C=NCCCN(C)C.Cl>CN(C1C=CN=CC=1)C.C(Cl)Cl.CN(C=O)C>[CH3:26][C:2]([CH3:1])([CH3:27])[CH2:3][O:4][C:5]1[C:10]([O:11][CH3:12])=[CH:9][CH:8]=[CH:7][C:6]=1/[CH:13]=[CH:14]/[C:15]1[N:16]=[C:17]2[N:21]([C:22]=1[C:23]([NH:35][C:32]1[S:33][CH:34]=[C:30]([C:29]([F:37])([F:36])[F:28])[N:31]=1)=[O:24])[CH:20]=[CH:19][S:18]2 |f:2.3|. Procedure: The title compound was prepared according to the general procedure (Method B) by coupling Intermediate 3 (200 mg, 0.517 mmol) with 4-(trifluoromethyl)-1,3-thiazol-2-amine (105 mg, 0.621 mmol) in the presence of EDCI hydrochloride (198 mg, 1.035 mmol) and DMAP (95 mg, 0.776 mmol) in a mixture of DCM and DMF (4:1, 5 mL) to give 114 mg of the product as a pale yellow solid; 1H NMR (300 MHz, DMSO-d6) δ 1.01 (s, 9H), 3.56 (s, 2H), 3.80 (s, 3H), 6.98-6.99 (m, 1H), 7.11 (t, J=7.8 Hz, 1H), 7.34 (d, J=7.... Starting materials: CC(C)(C)OC(=O)N1CCOC(CN2CCN(C(=O)Nc3ccc(Cl)c(Cl)c3)CC2)C1, ClCCl, O=C(O)C(F)(F)F. Product: O=C(Nc1ccc(Cl)c(Cl)c1)N1CCN(CC2CNCCO2)CC1. Reaction SMILES: [Cl:1][c:2]1[cH:3][c:4]([NH:9][C:10](=[O:11])[N:12]2[CH2:13][CH2:14][N:15]([CH2:18][CH:19]3[O:20][CH2:21][CH2:22][N:23]([C:25]([O:26][C:27]([CH3:28])([CH3:29])[CH3:30])=[O:31])[CH2:24]3)[CH2:16][CH2:17]2)[cH:5][cH:6][c:7]1[Cl:8].[Cl:32][CH2:33][Cl:34].[F:35][C:36]([F:37])([F:38])[C:39]([OH:40])=[O:41]>>[Cl:1][c:2]1[cH:3][c:4]([NH:9][C:10](=[O:11])[N:12]2[CH2:13][CH2:14][N:15]([CH2:18][CH:19]3[O:20][CH2:21][CH2:22][NH:23][CH2:24]3)[CH2:16][CH2:17]2)[cH:5][cH:6][c:7]1[Cl:8]. Reactants: C(C=C)OC(=O)C1=C([C@@H]([C@H]2N1C([C@@H]2[C@@H](C)O[Si](C)(C)C(C)(C)C)=O)C)S[C@@H]2CC(NC2)=S ((1R,5S,6S)-2-[(4R)-pyrrolidine-2-thion-4-ylthio]-6-[(1R)-1-t-butyldimethylsilyloxyethyl]-1-methylcarbapen-2-em-3-carboxylic acid allyl ester), F.[NH4+] (ammonium hydrogenfluoride), P(=O)([O-])([O-])[O-] (phosphate). The solvent is CN(C=O)C (dimethylformamide). Reaction conditions: time 3 day. The product is C(C=C)OC(=O)C1=C([C@@H]([C@H]2N1C([C@@H]2[C@@H](C)O)=O)C)S[C@@H]2CC(NC2)=S ((1R,5S,6S)-2-[(4R)-pyrrolidine-2-thion-4-ylthio]-6-[(1R)-1-hydroxyethyl]-1-methylcarbapen-2-em-3-carboxylic acid allyl ester). Yield: 85.3%. As a reaction SMILES: [CH2:1]([O:4][C:5]([C:7]1[N:11]2[C:12](=[O:24])[C@H:13]([C@H:14]([O:16][Si](C(C)(C)C)(C)C)[CH3:15])[C@H:10]2[C@@H:9]([CH3:25])[C:8]=1[S:26][C@H:27]1[CH2:31][NH:30][C:29](=[S:32])[CH2:28]1)=[O:6])[CH:2]=[CH2:3].F.[NH4+].P([O-])([O-])([O-])=O>CN(C)C=O>[CH2:1]([O:4][C:5]([C:7]1[N:11]2[C:12](=[O:24])[C@H:13]([C@H:14]([OH:16])[CH3:15])[C@H:10]2[C@@H:9]([CH3:25])[C:8]=1[S:26][C@H:27]1[CH2:31][NH:30][C:29](=[S:32])[CH2:28]1)=[O:6])[CH:2]=[CH2:3] |f:1.2|. Reported procedure: A mixture of (1R,5S,6S)-2-[(4R)-pyrrolidine-2-thion-4-ylthio]-6-[(1R)-1-t-butyldimethylsilyloxyethyl]-1-methylcarbapen-2-em-3-carboxylic acid allyl ester (1.00 g), dimethylformamide (10 ml) and ammonium hydrogenfluoride (459 mg) is stirred at room temperature for three days. To the reaction solution is added a phosphate buffer (pH 7.0), and the mixture is extracted with ethyl acetate. The organic layer is washed with a phosphate buffer, and the washing and the phosphate buffer layer are combined...